Dataset: the Open Reaction Database (ORD), a public repository of structured organic reaction records. Task: describe an organic reaction: reactants, conditions, products, and yield Reactants: starch, starch, resultant mixture, C (charcoal), O=C[C@H](O)[C@@H](O)[C@H](O)[C@H](O)CO (dextrose), starch, resultant mixture. Conditions: temperature 45 celsius, time 96 hour. Yields the product C([C@@H]1[C@H]([C@@H]([C@H]([C@H](O1)O[C@@H]2[C@@H]([C@H]([C@@H]([C@H](O2)CO)O)O)O)O)O)O)O (trehalose). Reaction SMILES: [O:1]=[CH:2][C@@H:3]([C@H:5]([C@@H:7]([C@@H:9]([CH2:11][OH:12])[OH:10])[OH:8])[OH:6])[OH:4].[CH4:13]>>[CH2:11]([OH:12])[C@H:9]1[O:10][C@H:2]([O:1][C@H:13]2[O:4][C@H:3]([CH2:2][OH:1])[C@@H:5]([OH:6])[C@H:7]([OH:8])[C@H:9]2[OH:10])[C@H:3]([OH:4])[C@@H:5]([OH:6])[C@@H:7]1[OH:8]. Procedure details: Forty parts by weight of "PINE-DEX #4", a reducing partial starch hydrolysate having an average dextrose equivalent (DE) of 19±1 and an average DP of about 5, prepared by hydrolysing starch, purifying and pulverizing the resultant, available from Matsutani Chemical Ind., Co., Ltd., Kyoto, Japan, was dissolved by heating in 60 parts by weight of water, and the resultant solution was heated to 45° C., adjusted to pH 6.5, mixed with one unit/g reducing partial starch hydrolysate of a non-reducing s... Reactants: CO, CCOC(=O)Cc1ccc(OC)cc1, NN, O. Yields the product COc1ccc(CC(=O)NN)cc1. RXN SMILES: [CH3:18][OH:19].[CH3:4][O:5][c:6]1[cH:7][cH:8][c:9]([CH2:12][C:13]([O:15][CH2:14][CH3:16])=[O:17])[cH:10][cH:11]1.[NH2:2][NH2:3].[OH2:1]>>[NH:2]([NH2:3])[C:13]([CH2:12][c:9]1[cH:8][cH:7][c:6]([O:5][CH3:4])[cH:11][cH:10]1)=[O:15]. Starting materials: CC[N+](CC)(CC)Cc1ccccc1, Cc1ccccc1, [Cl-], COC(=O)CCl, O=C([O-])c1nc(Cl)c(Cl)cc1Cl, [Na+]. The product is COC(=O)Cc1nc(Cl)c(Cl)cc1Cl. RXN SMILES: [CH2:28]([N+:29]([CH2:30][CH3:31])([CH2:32][CH3:33])[CH2:34][CH3:35])[c:36]1[cH:37][cH:38][cH:39][cH:40][cH:41]1.[CH3:20][c:21]1[cH:22][cH:23][cH:24][cH:25][cH:26]1.[Cl-:27].[Cl:14][CH2:15][C:16](=[O:17])[O:18][CH3:19].[Cl:1][c:2]1[c:3]([C:10]([O-:11])=[O:12])[n:4][c:5]([Cl:9])[c:6]([Cl:8])[cH:7]1.[Na+:13]>>[Cl:1][c:2]1[c:3]([CH2:10][C:16](=[O:17])[O:18][CH3:19])[n:4][c:5]([Cl:9])[c:6]([Cl:8])[cH:7]1. Starting materials: CC(=O)Nc1ccc([N+](=O)[O-])cc1OCc1ccccc1, CCOC(C)=O, CCO, NN. The product is CC(=O)Nc1ccc(N)cc1OCc1ccccc1. Reaction SMILES: [CH2:1]([c:2]1[cH:3][cH:4][cH:5][cH:6][cH:7]1)[O:8][c:9]1[c:10]([NH:18][C:19]([CH3:20])=[O:21])[cH:11][cH:12][c:13]([N+:15]([O-:16])=[O:17])[cH:14]1.[CH3:24][CH2:25][O:26][C:27]([CH3:28])=[O:29].[CH3:30][CH2:31][OH:32].[NH2:22][NH2:23]>>[CH2:1]([c:2]1[cH:3][cH:4][cH:5][cH:6][cH:7]1)[O:8][c:9]1[c:10]([NH:18][C:19]([CH3:20])=[O:21])[cH:11][cH:12][c:13]([NH2:15])[cH:14]1. Conditions: temperature 80 celsius. Reagents/catalysts: C=1C=CC(=CC1)/C=C/C(=O)/C=C/C2=CC=CC=C2.C=1C=CC(=CC1)/C=C/C(=O)/C=C/C2=CC=CC=C2.C=1C=CC(=CC1)/C=C/C(=O)/C=C/C2=CC=CC=C2.[Pd].[Pd] (tris(dibenzylideneacetone)dipalladium). The reactants are FC(C=1C=C(C=C(C1)C(F)(F)F)[C@@H](CO)O[C@@H]1[C@@H](NCCO1)C1=CC=C(C=C1)F)(F)F (2-(R)-(1-(S)-(3,5-bis(trifluoromethyl) -phenyl)-2-hydroxyethoxy)-3-(S)-(4-fluorophenyl)morpholine), NC=1SC(=CN1)Br (2-amino-5-bromothiazole), CC(C)([O-])C.[Na+] (sodium tert-butoxide), C1(=C(C=CC=C1)P(C1=C(C=CC=C1)C)C1=C(C=CC=C1)C)C (tri-o-tolylphosphine). Run in O1CCOCC1 (dioxane). As a reaction SMILES: [F:1][C:2]([F:31])([F:30])[C:3]1[CH:4]=[C:5]([C@H:13]([O:16][C@H:17]2[O:22][CH2:21][CH2:20][NH:19][C@H:18]2[C:23]2[CH:28]=[CH:27][C:26]([F:29])=[CH:25][CH:24]=2)[CH2:14][OH:15])[CH:6]=[C:7]([C:9]([F:12])([F:11])[F:10])[CH:8]=1.[NH2:32][C:33]1[S:34][C:35](Br)=[CH:36][N:37]=1.CC(C)([O-])C.[Na+].C1(C)C=CC=CC=1P(C1C=CC=CC=1C)C1C=CC=CC=1C>O1CCOCC1.C1C=CC(/C=C/C(/C=C/C2C=CC=CC=2)=O)=CC=1.C1C=CC(/C=C/C(/C=C/C2C=CC=CC=2)=O)=CC=1.C1C=CC(/C=C/C(/C=C/C2C=CC=CC=2)=O)=CC=1.[Pd].[Pd]>[F:31][C:2]([F:1])([F:30])[C:3]1[CH:4]=[C:5]([C@H:13]([O:16][C@H:17]2[O:22][CH2:21][CH2:20][N:19]([C:35]3[S:34][C:33]([NH2:32])=[N:37][CH:36]=3)[C@H:18]2[C:23]2[CH:28]=[CH:27][C:26]([F:29])=[CH:25][CH:24]=2)[CH2:14][OH:15])[CH:6]=[C:7]([C:9]([F:11])([F:12])[F:10])[CH:8]=1 |f:2.3,6.7.8.9.10|. Yields the product FC(C=1C=C(C=C(C1)C(F)(F)F)[C@@H](CO)O[C@@H]1[C@@H](N(CCO1)C1=CN=C(S1)N)C1=CC=C(C=C1)F)(F)F (2-(R)-(1-(S)-(3,5-Bis(trifluoromethyl)phenyl)-2-hydroxyethoxy)-4-(2-amino-5-thiazolyl)-3-(S)-(4-fluorophenyl)morpholine). Reported procedure: To a degassed solution of 2-(R)-(1-(S)-(3,5-bis(trifluoromethyl) -phenyl)-2-hydroxyethoxy)-3-(S)-(4-fluorophenyl)morpholine (0.2 g), 2-amino-5-bromothiazole (0.14 g), sodium tert-butoxide (0.0105 g) and tri-o-tolylphosphine (0.007 g) in dioxane (4 ml) was added tris(dibenzylideneacetone)dipalladium (0) (0.02 g). The solution was degassed and then heated at 80° C. for 24 h under an atmosphere of nitrogen. The solvent was removed in vacuo and the residue partitioned between ethyl acetate and water...